This data is from the Open Reaction Database (ORD), a public repository of structured organic reaction records. The task is: describe an organic reaction: reactants, conditions, products, and yield Starting materials: B.C1CCOC1 (BH3/THF), C(C)(C)(C)C1=CC(=NO1)NC(=O)NC1=CC=C(C=C1)C=1N=C2SC3=C(N2C1)C=CC(=C3)CCC(N3CCCCC3)=O (N-(5-tert-butyl-isoxazol-3-yl)-N′-{4-[7-(3-oxo-3-piperidin-1-yl-propyl)imidazo[2,1-b][1,3]benzothiazol-2-yl]phenyl}urea), solution, B.C1CCOC1 (BH3/THF). The solvent is C1CCOC1 (THF), C1CCOC1 (THF). Run at time 20 minute. Product: C(C)(C)(C)C1=CC(=NO1)NC(=O)NC1=CC=C(C=C1)C=1N=C2SC3=C(N2C1)C=CC(=C3)CCCN3CCCCC3 (N-(5-tert-butyl-isoxazol-3-yl)-N′-{4-[7-(3-piperidin-1-yl-propyl)imidazo[2,1-b][1,3]benzothiazol-2-yl]phenyl}urea). Isolated yield 51.9%. As a reaction SMILES: [C:1]([C:5]1[O:9][N:8]=[C:7]([NH:10][C:11]([NH:13][C:14]2[CH:19]=[CH:18][C:17]([C:20]3[N:21]=[C:22]4[N:26]([CH:27]=3)[C:25]3[CH:28]=[CH:29][C:30]([CH2:32][CH2:33][C:34](=O)[N:35]5[CH2:40][CH2:39][CH2:38][CH2:37][CH2:36]5)=[CH:31][C:24]=3[S:23]4)=[CH:16][CH:15]=2)=[O:12])[CH:6]=1)([CH3:4])([CH3:3])[CH3:2].B.C1COCC1>C1COCC1>[C:1]([C:5]1[O:9][N:8]=[C:7]([NH:10][C:11]([NH:13][C:14]2[CH:15]=[CH:16][C:17]([C:20]3[N:21]=[C:22]4[N:26]([CH:27]=3)[C:25]3[CH:28]=[CH:29][C:30]([CH2:32][CH2:33][CH2:34][N:35]5[CH2:36][CH2:37][CH2:38][CH2:39][CH2:40]5)=[CH:31][C:24]=3[S:23]4)=[CH:18][CH:19]=2)=[O:12])[CH:6]=1)([CH3:4])([CH3:2])[CH3:3] |f:1.2|. Reported procedure: To a suspension of N-(5-tert-butyl-isoxazol-3-yl)-N′-{4-[7-(3-oxo-3-piperidin-1-yl-propyl)imidazo[2,1-b][1,3]benzothiazol-2-yl]phenyl}urea from Example 12C (0.36 g, 0.63 mmol) in THF (10 mL) at room temperature was added 1.0 M solution of BH3/THF in THF (10 mL). The mixture was heated to reflux over night, but LC-MS showed the reaction was not complete. Therefore, additional 5.0 mL of 1.0 M BH3/THF solution was added and heated to reflux for 8 hours. The reaction was quenched by dropwise additio... Isolated yield 70.0%. Product: NC=1C=C(C(=CC1)OS(=O)(=O)C(F)(F)F)C=1SC2=C(N1)C=CC=C2 (2-(3-Amino-6-trifluoromethylsulphonyloxyphenyl)benzothiazole). Run at temperature 20 celsius, time 18 hour. Procedure details: 2-(3-Azidophenyl)benzothiazole (1 g) was added in small portions (5×0.2 g) to a mixture of trifluoromethanesulphonic acid (4 ml), trifluoroacetic acid (5 ml) and triflucromethylacetic anhydride (1 ml) at 0° C. After evolution of nitrogen ceased, the mixture was stirred at 20° C. for 18 hours, basified with aqueous ammonia and the products extracted into ethyl acetate. The organic layer was washed with water, dried (MgSO4) and evaporated to give a gum which was separated on silica with hexane-eth... The reactants are N(=[N+]=[N-])C=1C=C(C=CC1)C=1SC2=C(N1)C=CC=C2 (2-(3-Azidophenyl)benzothiazole), FC(S(=O)(=O)O)(F)F (trifluoromethanesulphonic acid), FC(C(=O)O)(F)F (trifluoroacetic acid), anhydride, N (ammonia). As a reaction SMILES: [N:1]([C:4]1[CH:5]=[C:6]([C:10]2[S:11][C:12]3[CH:18]=[CH:17][CH:16]=[CH:15][C:13]=3[N:14]=2)[CH:7]=[CH:8][CH:9]=1)=[N+]=[N-].[F:19][C:20]([F:26])([F:25])[S:21]([OH:24])(=[O:23])=[O:22].FC(F)(F)C(O)=O.N>>[NH2:1][C:4]1[CH:5]=[C:6]([C:10]2[S:11][C:12]3[CH:18]=[CH:17][CH:16]=[CH:15][C:13]=3[N:14]=2)[C:7]([O:24][S:21]([C:20]([F:26])([F:25])[F:19])(=[O:23])=[O:22])=[CH:8][CH:9]=1. Starting materials: [H-].[Na+] (Sodium hydride), ICCCCCCCCCCCCCCCC (1-iodohexadecane), Cl (HCl), ice water, C(CCCCCCCCCCCCCCC)OC(C(C(=O)OCCCCCCCCCCCCCCCC)CCCCCCCCCCCCCCCC)=O (2-hexadecylmalonic acid dihexadecyl ester). The solvent is O (Water), CN(C=O)C (N,N-dimethylformamide), O1CCCC1 (tetrahydrofuran). Conditions: time 30 minute. Yields the product C(CCCCCCCCCCCCCCC)OC(C(C(=O)OCCCCCCCCCCCCCCCC)(CCCCCCCCCCCCCCCC)CCCCCCCCCCCCCCCC)=O (2.2-Dihexadecylmalonic acid dihexadecyl ester). Yield: 66.0%. RXN SMILES: [H-].[Na+].[CH2:3]([O:19][C:20](=[O:57])[CH:21]([CH2:41][CH2:42][CH2:43][CH2:44][CH2:45][CH2:46][CH2:47][CH2:48][CH2:49][CH2:50][CH2:51][CH2:52][CH2:53][CH2:54][CH2:55][CH3:56])[C:22]([O:24][CH2:25][CH2:26][CH2:27][CH2:28][CH2:29][CH2:30][CH2:31][CH2:32][CH2:33][CH2:34][CH2:35][CH2:36][CH2:37][CH2:38][CH2:39][CH3:40])=[O:23])[CH2:4][CH2:5][CH2:6][CH2:7][CH2:8][CH2:9][CH2:10][CH2:11][CH2:12][CH2:13][CH2:14][CH2:15][CH2:16][CH2:17][CH3:18].I[CH2:59][CH2:60][CH2:61][CH2:62][CH2:63][CH2:64][CH2:65][CH2:66][CH2:67][CH2:68][CH2:69][CH2:70][CH2:71][CH2:72][CH2:73][CH3:74].Cl>O1CCCC1.CN(C)C=O.O>[CH2:3]([O:19][C:20](=[O:57])[C:21]([CH2:74][CH2:73][CH2:72][CH2:71][CH2:70][CH2:69][CH2:68][CH2:67][CH2:66][CH2:65][CH2:64][CH2:63][CH2:62][CH2:61][CH2:60][CH3:59])([CH2:41][CH2:42][CH2:43][CH2:44][CH2:45][CH2:46][CH2:47][CH2:48][CH2:49][CH2:50][CH2:51][CH2:52][CH2:53][CH2:54][CH2:55][CH3:56])[C:22]([O:24][CH2:25][CH2:26][CH2:27][CH2:28][CH2:29][CH2:30][CH2:31][CH2:32][CH2:33][CH2:34][CH2:35][CH2:36][CH2:37][CH2:38][CH2:39][CH3:40])=[O:23])[CH2:4][CH2:5][CH2:6][CH2:7][CH2:8][CH2:9][CH2:10][CH2:11][CH2:12][CH2:13][CH2:14][CH2:15][CH2:16][CH2:17][CH3:18] |f:0.1|. Procedure: Sodium hydride (72 mg, 3 mmol) was added in portions to a cooled (ice/water) solution of 2-hexadecylmalonic acid dihexadecyl ester (2.33 g, 3 mmol) in tetrahydrofuran (45 ml) under an argon atmosphere and the resulting mixture was stirred at ambient temperature for 30 minutes. The solvent was evaporated and the solid residue was redissolved in N,N-dimethylformamide (45 ml). A solution of 1-iodohexadecane (1.06 g, 3 mmol) in N,N-dimethylformamide (20 ml) was added and stirring was continued at ro... Reactants: ClS(=O)(=O)O (chlorosulfonic acid), CN1N=C(C=C1C)C(F)(F)F (1,5-dimethyl-3-(trifluoromethyl)pyrazole). Reaction conditions: time 3 hour. Yields the product CN1N=C(C(=C1C)S(=O)(=O)Cl)C(F)(F)F (1,5-Dimethyl-3-(trifluoromethyl)--4-pyrazolesulfonyl chloride). As a reaction SMILES: [Cl:1][S:2]([OH:5])(=O)=[O:3].[CH3:6][N:7]1[C:11]([CH3:12])=[CH:10][C:9]([C:13]([F:16])([F:15])[F:14])=[N:8]1>>[CH3:6][N:7]1[C:11]([CH3:12])=[C:10]([S:2]([Cl:1])(=[O:5])=[O:3])[C:9]([C:13]([F:14])([F:16])[F:15])=[N:8]1. Reported procedure: To 53 mls of chlorosulfonic acid at 10 C. was added dropwise over fifteen minutes 1,5-dimethyl-3-(trifluoromethyl)pyrazole (24.0 grams). No significant exotherm resulted and after 15 minutes the cooling bath was removed and the reaction was heated to 110 C. for three hours. After standing overnight, the reaction was heated to 110 C. for an additional four hours and allowed to cool to 50 C. Then 19.0 g of thionyl chloride was dropwise over fifteen minutes. The reaction was then heated to 80 C. fo... Reactants: C(C1=CC=CC=C1)NC1(CC1)C1=CC=C(C=C1)C#C (benzyl-[1-(4-ethynylphenyl)-cyclopropyl]-amine), C(C1=CC=CC=C1)NC1(CC1)C1=CC=C(C=C1)C#C (benzyl-[1-(4-ethynylphenyl)-cyclopropyl]-amine), C(C1=CC=CC=C1)(=O)O.C(C)OC(C1=CC=C(C=C1)I)=O (ethyl-4-iodo-benzoate benzoate), C(C1=CC=CC=C1)(=O)O.C(C)OC(C1=CC=C(C=C1)I)=O (ethyl-4-iodo-benzoate benzoate). The reagents and catalysts are [Cu]I (copper(I)iodide), Cl[Pd]([P](C1=CC=CC=C1)(C2=CC=CC=C2)C3=CC=CC=C3)([P](C4=CC=CC=C4)(C5=CC=CC=C5)C6=CC=CC=C6)Cl (Dichlorobis (triphenylphosphine)palladium(II)). Solvent: C(C)N(CC)CC (triethyl amine). Reaction conditions: time 8 hour. The product is EtOAc-hexanes, C(C1=CC=CC=C1)NC1(CC1)C1=CC=C(C=C1)C#CC1=CC=C(C(=O)OCC)C=C1 (Ethyl 4-[4-(1-benzylamino-cyclopropyl)-phenylethynyl]-benzoate). Isolated yield 84.3%. RXN SMILES: [CH2:1]([NH:8][C:9]1([C:12]2[CH:17]=[CH:16][C:15]([C:18]#[CH:19])=[CH:14][CH:13]=2)[CH2:11][CH2:10]1)[C:2]1[CH:7]=[CH:6][CH:5]=[CH:4][CH:3]=1.C(O)(=O)C1C=CC=CC=1.[CH2:29]([O:31][C:32](=[O:40])[C:33]1[CH:38]=[CH:37][C:36](I)=[CH:35][CH:34]=1)[CH3:30]>C(N(CC)CC)C.[Cu]I.Cl[Pd](Cl)([P](C1C=CC=CC=1)(C1C=CC=CC=1)C1C=CC=CC=1)[P](C1C=CC=CC=1)(C1C=CC=CC=1)C1C=CC=CC=1>[CH2:1]([NH:8][C:9]1([C:12]2[CH:13]=[CH:14][C:15]([C:18]#[C:19][C:36]3[CH:37]=[CH:38][C:33]([C:32]([O:31][CH2:29][CH3:30])=[O:40])=[CH:34][CH:35]=3)=[CH:16][CH:17]=2)[CH2:11][CH2:10]1)[C:2]1[CH:3]=[CH:4][CH:5]=[CH:6][CH:7]=1 |f:1.2,^1:52,71|. Procedure details: Using General Procedure F; benzyl-[1-(4-ethynylphenyl)-cyclopropyl]-amine (Intermediate 127, 65.0 mg, 0.27 mmol) and ethyl-4-iodo benzoate (Reagent A, 68.0 mg, 0.27 mmol) in triethyl amine (8 mL) was treated with copper(I)iodide (16.0 mg, 0.08 mmol) and sparged with argon for 5 minutes. Dichlorobis (triphenylphosphine)palladium(II) (58 mg, 0.08 mmol) was added and the reaction mixture was stirred overnight at room temperature. Column chromatography (2-5% EtOAc-hexanes) afforded 90 mg (90%) of th...